From a dataset of the Open Reaction Database (ORD), a public repository of structured organic reaction records. describe an organic reaction: reactants, conditions, products, and yield Starting materials: C(=O)(OC)C=P(C1=CC=CC=C1)(C1=CC=CC=C1)C1=CC=CC=C1 ((carbomethoxymethylene)triphenylphosphorane), COC1=C(C=CC=C1)/C(=C/C=O)/C1=CC=C(C=C1)OC ((E)-3-(2-methoxyphenyl)-3-(4-methoxyphenyl)-2-propenal). Solvent: C(Cl)(Cl)(Cl)Cl (carbon tetrachloride), ClCCl (dichloromethane). The product is COC(\C=C\C=C(/C1=CC=C(C=C1)OC)\C1=C(C=CC=C1)OC)=O ((E,E)-5-(2-methoxyphenyl)-5-(4-methoxyphenyl)-2,4-pentadienoic acid methyl ester). Isolated yield 76.1%. As a reaction SMILES: [CH3:1][O:2][C:3]1[CH:8]=[CH:7][CH:6]=[CH:5][C:4]=1/[C:9](/[C:13]1[CH:18]=[CH:17][C:16]([O:19][CH3:20])=[CH:15][CH:14]=1)=[CH:10]/[CH:11]=O.[C:21]([CH:25]=P(C1C=CC=CC=1)(C1C=CC=CC=1)C1C=CC=CC=1)([O:23][CH3:24])=[O:22]>C(Cl)(Cl)(Cl)Cl.ClCCl>[CH3:24][O:23][C:21](=[O:22])/[CH:25]=[CH:11]/[CH:10]=[C:9](/[C:4]1[CH:5]=[CH:6][CH:7]=[CH:8][C:3]=1[O:2][CH3:1])\[C:13]1[CH:18]=[CH:17][C:16]([O:19][CH3:20])=[CH:15][CH:14]=1. Reported procedure: As described in Example 99, (E)-3-(2-methoxyphenyl)-3-(4-methoxyphenyl)-2-propenal (5 g) was reacted with (carbomethoxymethylene)triphenylphosphorane (6.83 g) in a mixture of carbon tetrachloride (50 ml) and dichloromethane (25 mL) for 4 days at room temperature. The crude ester was isolated in the usual way and was crystallized from 2-propanol-hexane to provide 4.6 g of (E,E)-5-(2-methoxyphenyl)-5-(4-methoxyphenyl)-2,4-pentadienoic acid methyl ester. Recrystallization of a sample from the same ...